From a dataset of the Open Reaction Database (ORD), a public repository of structured organic reaction records. describe an organic reaction: reactants, conditions, products, and yield Starting materials: CC(C)(C)OC(=O)N1CCN(CC1)S(=O)(=O)N (4-(aminosulfonyl)-1-piperazinecarboxylic acid-1,1-dimethylethyl ester), product, C1(CCCCC1)P(C1=C(C=CC=C1)C1=C(C=C(C=C1C(C)C)C(C)C)C(C)C)C1CCCCC1 (2-dicyclohexylphosphino-2′,4′,6′-tri-isopropyl-1,1′-biphenyl), C([O-])([O-])=O.[Cs+].[Cs+] (cesium carbonate), ClC1=CC(=NC(=N1)SCC1=C(C(=CC=C1)F)F)OCCCO (3-({6-chloro-2-[(2,3-difluorobenzyl)thio]pyrimidin-4-yl}oxy)propan-1-ol), ClC1=CC(=NC(=N1)SCC1=C(C(=CC=C1)F)F)OCCCO (3-({6-Chloro-2-[(2,3-difluorobenzyl)thio]pyrimidin-4-yl}oxy)propan-1-ol). The reagents and catalysts are C=1C=CC(=CC1)/C=C/C(=O)/C=C/C2=CC=CC=C2.C=1C=CC(=CC1)/C=C/C(=O)/C=C/C2=CC=CC=C2.C=1C=CC(=CC1)/C=C/C(=O)/C=C/C2=CC=CC=C2.[Pd].[Pd] (tris(dibenzylideneacetone)dipalladium). Solvent: O1CCOCC1 (1,4-dioxane). Reaction conditions: temperature 100 celsius. Product: FC1=C(CSC2=NC(=CC(=N2)NS(=O)(=O)N2CCN(CC2)C(=O)OC(C)(C)C)OCCCO)C=CC=C1F (tert-Butyl 4-({[2-[(2,3-difluorobenzyl)thio]-6-(3-hydroxypropoxy)pyrimidin-4-yl]amino}sulfonyl)piperazine-1-carboxylate). RXN SMILES: [CH3:1][C:2]([O:5][C:6]([N:8]1[CH2:13][CH2:12][N:11]([S:14]([NH2:17])(=[O:16])=[O:15])[CH2:10][CH2:9]1)=[O:7])([CH3:4])[CH3:3].C1(P(C2CCCCC2)C2C=CC=CC=2C2C(C(C)C)=CC(C(C)C)=CC=2C(C)C)CCCCC1.C(=O)([O-])[O-].[Cs+].[Cs+].Cl[C:59]1[N:64]=[C:63]([S:65][CH2:66][C:67]2[CH:72]=[CH:71][CH:70]=[C:69]([F:73])[C:68]=2[F:74])[N:62]=[C:61]([O:75][CH2:76][CH2:77][CH2:78][OH:79])[CH:60]=1>O1CCOCC1.C1C=CC(/C=C/C(/C=C/C2C=CC=CC=2)=O)=CC=1.C1C=CC(/C=C/C(/C=C/C2C=CC=CC=2)=O)=CC=1.C1C=CC(/C=C/C(/C=C/C2C=CC=CC=2)=O)=CC=1.[Pd].[Pd]>[F:74][C:68]1[C:69]([F:73])=[CH:70][CH:71]=[CH:72][C:67]=1[CH2:66][S:65][C:63]1[N:64]=[C:59]([NH:17][S:14]([N:11]2[CH2:12][CH2:13][N:8]([C:6]([O:5][C:2]([CH3:1])([CH3:3])[CH3:4])=[O:7])[CH2:9][CH2:10]2)(=[O:16])=[O:15])[CH:60]=[C:61]([O:75][CH2:76][CH2:77][CH2:78][OH:79])[N:62]=1 |f:2.3.4,7.8.9.10.11|. Procedure details: A mixture of 4-(aminosulfonyl)-1-piperazinecarboxylic acid-1,1-dimethylethyl ester (the product from example 15, step i), 0.4 g), tris(dibenzylideneacetone)dipalladium (0) (50 mg), 2-dicyclohexylphosphino-2′,4′,6′-tri-isopropyl-1,1′-biphenyl (XPHOS) (50 mg), cesium carbonate (0.43 g) and 3-({6-chloro-2-[(2,3-difluorobenzyl)thio]pyrimidin-4-yl}oxy)propan-1-ol (the product from step i), 0.4 g) in 1,4-dioxane (40 ml) was heated at reflux in a microwave at 100° C., 300 W, open vessel with cooling fo... Reactants: C(C)(=O)[O-].[NH4+] (Ammonium acetate), C(=O)(OCC)N1CC(C(CC1)=O)C (1-carbethoxy-3-methyl-4-piperidone), C(#N)[BH3-].[Na+] (sodium cyanoborohydride). Run in CO (methanol). Run at temperature 0 celsius, time 3 hour. Product: NC1C(CN(CC1)C(=O)OCC)C (4-amino-1-carbethoxy-3-methylpiperidine). Reaction SMILES: C([O-])(=O)C.[NH4+].[C:6]([N:11]1[CH2:16][CH2:15][C:14](=O)[CH:13]([CH3:18])[CH2:12]1)([O:8][CH2:9][CH3:10])=[O:7].C([BH3-])#[N:20].[Na+]>CO>[NH2:20][CH:14]1[CH2:15][CH2:16][N:11]([C:6]([O:8][CH2:9][CH3:10])=[O:7])[CH2:12][CH:13]1[CH3:18] |f:0.1,3.4|. Procedure details: Ammonium acetate (5 g, 64.93 mmol) was added to the stirred solution of 1-carbethoxy-3-methyl-4-piperidone (1.4 g, 7.56 mmol) in methanol (25 ml) and stirring was continued for 3 hr at ambient temperature. The resulting mixture was cooled at 0° C. and sodium cyanoborohydride (0.5 g, 7.93 mmol) was added to it. Cooling was removed after 10 min. and resulting mixture was stirred for 6 hr at ambient temperature. The reaction mixture was concentrated to dryness, triturated with water, acidified with... Starting materials: C(C)(C)(C)OC(=O)N1C(C2=C(CC1)N(C(=C2)C2=NC(=NC=C2)N)CC(F)(F)F)=O (2-(2-amino-pyrimidin-4-yl)-4-oxo-1-(2,2,2-trifluoro-ethyl)-1,4,6,7-tetrahydro-pyrrolo[3,2-c]pyridine-5-carboxylic acid tert-butyl ester), Example 9, [I-].[Cs+] (cesium iodide), II (iodine), N(=O)OCCC(C)C (isopentyl nitrite). Reagents/catalysts: [Cu](I)I (copper iodide). The solvent is C(OC)COC (dimethoxyethane). Product: C(C)(C)(C)OC(=O)N1C(C2=C(CC1)N(C(=C2)C2=NC(=NC=C2)I)CC(F)(F)F)=O (2-(2-iodo-pyrimidin-4-yl)-4-oxo-1-(2,2,2-trifluoro-ethyl)-1,4,6,7-tetrahydro-pyrrolo[3,2-c]pyridine-5-carboxylic acid tert-butyl ester). Isolated yield 35.0%. Reaction SMILES: [C:1]([O:5][C:6]([N:8]1[CH2:13][CH2:12][C:11]2[N:14]([CH2:24][C:25]([F:28])([F:27])[F:26])[C:15]([C:17]3[CH:22]=[CH:21][N:20]=[C:19](N)[N:18]=3)=[CH:16][C:10]=2[C:9]1=[O:29])=[O:7])([CH3:4])([CH3:3])[CH3:2].[I-:30].[Cs+].II.N(OCCC(C)C)=O>C(COC)OC.[Cu](I)I>[C:1]([O:5][C:6]([N:8]1[CH2:13][CH2:12][C:11]2[N:14]([CH2:24][C:25]([F:28])([F:27])[F:26])[C:15]([C:17]3[CH:22]=[CH:21][N:20]=[C:19]([I:30])[N:18]=3)=[CH:16][C:10]=2[C:9]1=[O:29])=[O:7])([CH3:4])([CH3:3])[CH3:2] |f:1.2|. Procedure: To a well stirred suspension of 2-(2-amino-pyrimidin-4-yl)-4-oxo-1-(2,2,2-trifluoro-ethyl)-1,4,6,7-tetrahydro-pyrrolo[3,2-c]pyridine-5-carboxylic acid tert-butyl ester prepared as reported in Example 9 (180 mg, 0.43 mmol) in dimethoxyethane (10 mL) under N2, cesium iodide (170 mg, 0.65 mmol), bisublimated iodine (83 mg, 0.33 mmol), copper iodide (37 mg, 0.20 mmol) and isopentyl nitrite (0.13 mL, 0.98 mmol) were added in sequence. The reaction mixture was stirred vigorously at 80° C. for 4 hours.... The reactants are CCc1cc(C(F)(F)F)cc(CC)c1C=CC(=O)O, Cl, CC(N)c1cc(F)c(NS(C)(=O)=O)c(F)c1. Yields the product CCc1cc(C(F)(F)F)cc(CC)c1C=CC(=O)NC(C)c1cc(F)c(NS(C)(=O)=O)c(F)c1. RXN SMILES: [CH2:18]([CH3:19])[c:20]1[c:21]([CH:32]=[CH:33][C:34](=[O:35])[OH:36])[c:22]([CH2:30][CH3:31])[cH:23][c:24]([C:26]([F:27])([F:28])[F:29])[cH:25]1.[ClH:17].[NH2:1][CH:2]([CH3:3])[c:4]1[cH:5][c:6]([F:16])[c:7]([NH:11][S:12](=[O:13])(=[O:14])[CH3:15])[c:8]([F:10])[cH:9]1>>[NH:1]([CH:2]([CH3:3])[c:4]1[cH:5][c:6]([F:16])[c:7]([NH:11][S:12](=[O:13])(=[O:14])[CH3:15])[c:8]([F:10])[cH:9]1)[C:34]([CH:33]=[CH:32][c:21]1[c:20]([CH2:18][CH3:19])[cH:25][c:24]([C:26]([F:27])([F:28])[F:29])[cH:23][c:22]1[CH2:30][CH3:31])=[O:35]. Starting materials: ClC1=C(C=C(CNC(C(F)(F)F)=O)C=C1)[N+](=O)[O-] (N-(4-chloro-3-nitrobenzyl)-2,2,2-trifluoroacetamide), P(Cl)(Cl)(Cl)(Cl)Cl (phosphorus pentachloride). Conditions: temperature 100 celsius. The product is ClC1=C(C=C(CN=C(C(F)(F)F)Cl)C=C1)[N+](=O)[O-] (N-(4-chloro-3-nitrobenzyl)-2,2,2-trifluoroacetimidoyl chloride). Reaction SMILES: [Cl:1][C:2]1[CH:15]=[CH:14][C:5]([CH2:6][NH:7][C:8](=O)[C:9]([F:12])([F:11])[F:10])=[CH:4][C:3]=1[N+:16]([O-:18])=[O:17].P(Cl)(Cl)(Cl)(Cl)[Cl:20]>>[Cl:1][C:2]1[CH:15]=[CH:14][C:5]([CH2:6][N:7]=[C:8]([Cl:20])[C:9]([F:12])([F:11])[F:10])=[CH:4][C:3]=1[N+:16]([O-:18])=[O:17]. Reported procedure: A mixture of N-(4-chloro-3-nitrobenzyl)-2,2,2-trifluoroacetamide (6.0 g, 0.0212 mol) and phosphorus pentachloride (8.9 g, 0.0427 mol) is heated to 100° C. for three hours, concentrated in vacuo to remove excess phosphorus pentachloride and triturated with methylene chloride to obtain a solution of N-(4-chloro-3-nitrobenzyl)-2,2,2-trifluoroacetimidoyl chloride in methylene chloride. The methylene chloride solution is treated with 2-chloroacrylonitrile (2.5 mL, 0.0319 mol) and triethylamine (5.9 m... Reactants: O=C(O)C(F)(F)F, Cc1cnn(C2CC(n3cnc4c(N)nc(NC5CCCC5OCc5ccccc5)nc43)C(O)C2O)c1, Cc1cnn(C2CC(n3cnc4c(N)nc(NC5CCCC5O)nc43)C(O)C2O)c1. The product is Cc1cnn(C2CC(n3cnc4c(N)nc(NC5CCCC5O)nc43)C(O)C2O)c1. As a reaction SMILES: [F:38][C:39]([F:40])([F:41])[C:42]([OH:43])=[O:44].[NH2:1][c:2]1[c:3]2[n:4][cH:5][n:6]([CH:25]3[CH:26]([OH:37])[CH:27]([OH:36])[CH:28]([n:30]4[n:31][cH:32][c:33]([CH3:35])[cH:34]4)[CH2:29]3)[c:7]2[n:8][c:9]([NH:11][CH:12]2[CH:13]([O:17][CH2:18][c:19]3[cH:20][cH:21][cH:22][cH:23][cH:24]3)[CH2:14][CH2:15][CH2:16]2)[n:10]1.[NH2:45][c:46]1[n:47][c:48]([NH:49][CH:50]2[CH2:51][CH2:52][CH2:53][CH:54]2[OH:55])[n:56][c:57]2[c:58]1[n:59][cH:60][n:61]2[CH:62]1[CH2:63][CH:64]([n:65]2[cH:66][c:67]([CH3:68])[cH:69][n:70]2)[CH:71]([OH:72])[CH:73]1[OH:74]>>[NH2:1][c:2]1[c:3]2[n:4][cH:5][n:6]([CH:25]3[CH:26]([OH:37])[CH:27]([OH:36])[CH:28]([n:30]4[n:31][cH:32][c:33]([CH3:35])[cH:34]4)[CH2:29]3)[c:7]2[n:8][c:9]([NH:11][CH:12]2[CH:13]([OH:17])[CH2:14][CH2:15][CH2:16]2)[n:10]1. The reactants are NS(=O)(=O)C1=CC=C(C=C1)C1=C(C(C(O1)(C)C)=O)I (5-{4-(aminosulfonyl)phenyl}-2,2-dimethyl-4-iodo-3(2H)-furanone), C1OC=2C=C(C=CC2O1)B(O)O (3,4-(methylenedioxy)benzeneboronic acid). The yield is 33.8%. Procedure details: 120 mg of 5-{4-(aminosulfonyl)phenyl}-2,2-dimethyl-4-iodo-3(2H)-furanone was reacted with 100 mg of 3,4-(methylenedioxy)benzeneboronic acid by following a procedure similar to Step 4 of Example 22 to yield 40 mg of 5-{4-(aminosulfonyl)phenyl}-2,2-dimethyl-4-{3,4-(methylenedioxy)phenyl}-3(2H)-furanone as a solid. mp: 178-179° C. NMR: δ1.56 (s, 6H), 4.89 (br s, 2H), 5.99 (s, 2H), 6.74 (m, 2H), 6.83 (m, 1H), 7.82 (d, J=9.0 Hz, 2H), 7.92 (d, J=9.0 Hz, 2H). IR (cm−1): 3237, 1682, 1338, 1245, 1164. The product is NS(=O)(=O)C1=CC=C(C=C1)C1=C(C(C(O1)(C)C)=O)C1=CC2=C(C=C1)OCO2 (5-{4-(aminosulfonyl)phenyl}-2,2-dimethyl-4-{3,4-(methylenedioxy)phenyl}-3(2H)-furanone). Reaction SMILES: [NH2:1][S:2]([C:5]1[CH:10]=[CH:9][C:8]([C:11]2[O:15][C:14]([CH3:17])([CH3:16])[C:13](=[O:18])[C:12]=2I)=[CH:7][CH:6]=1)(=[O:4])=[O:3].[CH2:20]1[O:28][C:27]2[CH:26]=[CH:25][C:24](B(O)O)=[CH:23][C:22]=2[O:21]1>>[NH2:1][S:2]([C:5]1[CH:10]=[CH:9][C:8]([C:11]2[O:15][C:14]([CH3:17])([CH3:16])[C:13](=[O:18])[C:12]=2[C:25]2[CH:24]=[CH:23][C:22]3[O:21][CH2:20][O:28][C:27]=3[CH:26]=2)=[CH:7][CH:6]=1)(=[O:4])=[O:3]. Reactants: C(C)OC(=C)C1=C2C=NN(C2=CC(=C1)F)C (4-(1-ethoxyvinyl)-6-fluoro-1-methyl-1H-indazole), O (water). The solvent is C1CCOC1 (THF), Cl (HCl). Product: FC1=CC(=C2C=NN(C2=C1)C)C(C)=O (1-(6-fluoro-1-methyl-1H-indazol-4-yl)ethanone). Yield: 55.6%. Reaction SMILES: C([O:3][C:4]([C:6]1[CH:14]=[C:13]([F:15])[CH:12]=[C:11]2[C:7]=1[CH:8]=[N:9][N:10]2[CH3:16])=[CH2:5])C.O>C1COCC1.Cl>[F:15][C:13]1[CH:12]=[C:11]2[C:7]([CH:8]=[N:9][N:10]2[CH3:16])=[C:6]([C:4](=[O:3])[CH3:5])[CH:14]=1. Procedure: A solution of 4-(1-ethoxyvinyl)-6-fluoro-1-methyl-1H-indazole (1.24 g, 5.62 mmol) in THF (10 mL) and aqueous HCl (2.0 N, 10 mL) was stirred at RT for 2 h then poured into water (200 mL) and extracted with EtOAc (2×50 mL). The combined extracts were washed with an aqueous NH4OH (30 mL) and brine (50 mL), dried (MgSO4), filtered, and evaporated in vacuo to afford 1-(6-fluoro-1-methyl-1H-indazol-4-yl)ethanone as a white solid (600 mg, 55%). MS (ESI): m/z=193.2 [M+1]+. The reactants are CC(C)([O-])C.[K+] (potassium t-butoxide), [H-].[H-].[H-].[H-].[Li+].[Al+3] (LiAlH4), COC(=O)C=1N(C=NC1)C1CSCC2=CC=CC=C12 (3-isothiochroman-4-yl-3H-imidazole-4-carboxylic acid methyl ester), IC (iodomethane), C1SCC(C2=CC=CC=C12)N1C=NC=C1CO ((3-isothiochroman-4-yl-3H-imidazol-4-yl)-methanol). Run in C1CCOC1 (THF), C1CCOC1 (THF), C1CCOC1 (THF), C1CCOC1 (THF). Reaction conditions: temperature 48 celsius, time 4 hour. Yields the product C1SCC(C2=CC=CC=C12)N1C=NC=C1COC (1-isothiochroman-4-yl-5-methoxymethyl-1H-imidazole). Reaction SMILES: [H-].[H-].[H-].[H-].[Li+].[Al+3].[CH3:7][O:8][C:9]([C:11]1[N:12]([CH:16]2[C:25]3[C:20](=[CH:21][CH:22]=[CH:23][CH:24]=3)[CH2:19][S:18][CH2:17]2)[CH:13]=[N:14][CH:15]=1)=O.C1C2C(=CC=CC=2)C(N2C(CO)=CN=C2)CS1.CC(C)([O-])C.[K+].IC>C1COCC1>[CH2:19]1[C:20]2[C:25](=[CH:24][CH:23]=[CH:22][CH:21]=2)[CH:16]([N:12]2[C:11]([CH2:9][O:8][CH3:7])=[CH:15][N:14]=[CH:13]2)[CH2:17][S:18]1 |f:0.1.2.3.4.5,8.9|. Reported procedure: To a solution of LiAlH4 (171 mg, 4.48 mmol) in THF (100 mL) at 0° C. is added a solution of 3-isothiochroman-4-yl-3H-imidazole-4-carboxylic acid methyl ester [which can be prepared from isothiochroman-4-ol (CAS#109819-33-2) as described in Example 2; MS: (ESI) m/z 275.2 (M+H)+] (1.23 g, 4.48 mmol) in THF (50 mL). The reaction is permitted to stir for 4 hours, at which time it is quenched by the slow addition of water. The reaction mixture is then filtered, diluted with ethyl acetate and washed w...